describe an organic reaction: reactants, conditions, products, and yield From a dataset of the Open Reaction Database (ORD), a public repository of structured organic reaction records. RXN SMILES: [Cl:1][C:2]1[CH:10]=[C:9]2[C:5]([C:6]3([CH:16]([C:17]4[CH:22]=[CH:21][CH:20]=[C:19]([CH3:23])[CH:18]=4)[CH2:15][C:14](=[O:24])[CH2:13][CH:12]3[C:25]3[CH:30]=[CH:29][CH:28]=[C:27]([Cl:31])[CH:26]=3)[C:7](=[O:11])[NH:8]2)=[CH:4][CH:3]=1.[N-:32]=[N+]=[N-].[Na+]>C(#N)C.Cl[Ti](Cl)(Cl)Cl>[Cl:1][C:2]1[CH:10]=[C:9]2[C:5]([C@:6]3([C@@H:16]([C:17]4[CH:22]=[CH:21][CH:20]=[C:19]([CH3:23])[CH:18]=4)[CH2:15][C:14](=[O:24])[NH:32][CH2:13][C@H:12]3[C:25]3[CH:30]=[CH:29][CH:28]=[C:27]([Cl:31])[CH:26]=3)[C:7](=[O:11])[NH:8]2)=[CH:4][CH:3]=1 |f:1.2|. The yield is 7.8%. The reagents and catalysts are Cl[Ti](Cl)(Cl)Cl (TiCl4). Procedure details: In a manner similar to the method described in example 2 (method A), rac-(1R,2S,6R)-6′-chloro-2-(3-chlorophenyl)-6-(3-methylphenyl)spiro[cyclohexane-1,3′-[3H]indole]-2′,4(1′H)-dione (140 mg, 0.31 mmol) was reacted with NaN3 (50.1 mg, 0.78 mmole) in the presence of TiCl4 (1.0 M in CH2Cl2, 0.31 mL) (Aldrich) in acetonitrile (10 mL) followed by chiral chromatograph to give (3S,4R,5R)-6′-chloro-3-(3-chlorophenyl)-1,1′,2,2′,3,5,6,7-octahydro-5-(3-methylphenyl)-spiro[4H-azepine-4,3′-[3H]-indole]-2′,7-... Run in C(C)#N (acetonitrile). Product: ClC1=CC=C2[C@]3(C(NC2=C1)=O)[C@@H](CNC(C[C@@H]3C3=CC(=CC=C3)C)=O)C3=CC(=CC=C3)Cl ((3S,4R,5R)-6′-chloro-3-(3-chlorophenyl)-1,1′,2,2′,3,5,6,7-octahydro-5-(3-methylphenyl)-spiro[4H-azepine-4,3′-[3H]-indole]-2′,7-dione). Starting materials: ClC1=CC=C2C3(C(NC2=C1)=O)C(CC(CC3C3=CC(=CC=C3)C)=O)C3=CC(=CC=C3)Cl (rac-(1R,2S,6R)-6′-chloro-2-(3-chlorophenyl)-6-(3-methylphenyl)spiro[cyclohexane-1,3′-[3H]indole]-2′,4(1′H)-dione), [N-]=[N+]=[N-].[Na+] (NaN3). Reactants: OCC1=CC(=C(C=C1)O)[N+](=O)[O-] (4-(hydroxymethyl)-2-nitrophenol), C([O-])([O-])=O.[Cs+].[Cs+] (cesium carbonate), COC1=CC=C(CCl)C=C1 (4-methoxybenzyl chloride), COC1=CC=C(CCl)C=C1 (4-methoxybenzyl chloride). The reagents and catalysts are [I-].C(CCC)[N+](CCCC)(CCCC)CCCC (tetrabutylammonium iodide). Solvent: CN(C)C=O (DMF), CCOC(=O)C (EtOAc). Reaction conditions: time 18 hour. The product is COC1=CC=C(C=C1)COC1=C(C=C(C=C1)CO)[N+](=O)[O-] ([4-({[4-(Methyloxy)phenyl]methyl}oxy)-3-nitrophenyl]methanol). As a reaction SMILES: [OH:1][CH2:2][C:3]1[CH:8]=[CH:7][C:6]([OH:9])=[C:5]([N+:10]([O-:12])=[O:11])[CH:4]=1.C(=O)([O-])[O-].[Cs+].[Cs+].[CH3:19][O:20][C:21]1[CH:28]=[CH:27][C:24]([CH2:25]Cl)=[CH:23][CH:22]=1>CN(C=O)C.[I-].C([N+](CCCC)(CCCC)CCCC)CCC.CCOC(C)=O>[CH3:19][O:20][C:21]1[CH:28]=[CH:27][C:24]([CH2:25][O:9][C:6]2[CH:7]=[CH:8][C:3]([CH2:2][OH:1])=[CH:4][C:5]=2[N+:10]([O-:12])=[O:11])=[CH:23][CH:22]=1 |f:1.2.3,6.7|. Procedure details: To a solution of 4-(hydroxymethyl)-2-nitrophenol (2.20 g, 13.01 mmol) in DMF (60 mL) was added cesium carbonate (8.48 g, 26.0 mmol) followed by the portionwise addition of 4-methoxybenzyl chloride (3.06 g, 19.51 mmol). After stirring at rt for 45 mins additional 4-methoxybenzyl chloride (2.037 g, 13.01 mmol) was added followed by tetrabutylammonium iodide (2.402 g, 6.50 mmol). The reaction mixture was stirred at rt for 18 hr and then diluted with EtOAc (200 mL) and washed successively with water... Reactants: Brc1cnc2[nH]ncc2c1, O=C([O-])O, COCCOC, ClCCl, [Na+], O=C(c1cccc(B(O)O)c1)N1CCOCC1, O=P(c1ccccc1)(c1ccccc1)c1ccccc1, c1ccc(P(c2ccccc2)(c2ccccc2)[Pd](P(c2ccccc2)(c2ccccc2)c2ccccc2)(P(c2ccccc2)(c2ccccc2)c2ccccc2)P(c2ccccc2)(c2ccccc2)c2ccccc2)cc1. Product: O=C(c1cccc(-c2cnc3[nH]ncc3c2)c1)N1CCOCC1. RXN SMILES: [Br:1][c:2]1[cH:3][c:4]2[c:5]([n:6][cH:7]1)[nH:8][n:9][cH:10]2.[C:28](=[O:29])([OH:30])[O-:31].[CH2:53]([CH2:54][O:55][CH3:56])[O:57][CH3:58].[Cl:136][CH2:137][Cl:138].[Na+:32].[O:11]1[CH2:12][CH2:13][N:14]([C:17](=[O:18])[c:19]2[cH:20][c:21]([B:25]([OH:26])[OH:27])[cH:22][cH:23][cH:24]2)[CH2:15][CH2:16]1.[c:33]1([P:34](=[O:35])([c:36]2[cH:37][cH:38][cH:39][cH:40][cH:41]2)[c:42]2[cH:43][cH:44][cH:45][cH:46][cH:47]2)[cH:48][cH:49][cH:50][cH:51][cH:52]1.[cH:59]1[cH:60][cH:61][c:62]([P:63]([Pd:64]([P:65]([c:66]2[cH:67][cH:68][cH:69][cH:70][cH:71]2)([c:72]2[cH:73][cH:74][cH:75][cH:76][cH:77]2)[c:78]2[cH:79][cH:80][cH:81][cH:82][cH:83]2)([P:84]([c:85]2[cH:86][cH:87][cH:88][cH:89][cH:90]2)([c:91]2[cH:92][cH:93][cH:94][cH:95][cH:96]2)[c:97]2[cH:98][cH:99][cH:100][cH:101][cH:102]2)[P:103]([c:104]2[cH:105][cH:106][cH:107][cH:108][cH:109]2)([c:110]2[cH:111][cH:112][cH:113][cH:114][cH:115]2)[c:116]2[cH:117][cH:118][cH:119][cH:120][cH:121]2)([c:122]2[cH:123][cH:124][cH:125][cH:126][cH:127]2)[c:128]2[cH:129][cH:130][cH:131][cH:132][cH:133]2)[cH:134][cH:135]1>>[c:2]1(-[c:21]2[cH:20][c:19]([C:17]([N:14]3[CH2:13][CH2:12][O:11][CH2:16][CH2:15]3)=[O:18])[cH:24][cH:23][cH:22]2)[cH:3][c:4]2[c:5]([n:6][cH:7]1)[nH:8][n:9][cH:10]2. Reactants: C(=O)(O)C(CCCCCC=1C(CCC1)=O)CC.C=1C(=CC=[N+](C1)C[N+]2=CC=C(C=C2)/C=N/O)/C=N/O.[Br-].[Br-] (2-(6-carboxyoctyl)-2-cyclopentenone methoxime), Cl (hydrochloric acid). Run in CC(=O)C (acetone). Yields the product C(=O)(O)C(CCCCCC=1C(CCC1)=O)CC (2-(6-carboxyoctyl)-2-cyclopentenone). RXN SMILES: [C:1]([CH:4]([CH2:16][CH3:17])[CH2:5][CH2:6][CH2:7][CH2:8][CH2:9][C:10]1[C:11](=[O:15])[CH2:12][CH2:13][CH:14]=1)([OH:3])=[O:2].C1C(/C=N/O)=CC=[N+](C[N+]2C=CC(/C=N/O)=CC=2)C=1.[Br-].[Br-].Cl>CC(C)=O>[C:1]([CH:4]([CH2:16][CH3:17])[CH2:5][CH2:6][CH2:7][CH2:8][CH2:9][C:10]1[C:11](=[O:15])[CH2:12][CH2:13][CH:14]=1)([OH:3])=[O:2] |f:0.1.2.3|. Procedure details: Treatment of 2-(6-carboxyoctyl)-2-cyclopentenone methoxime (Example 29) with acetone and 2 N hydrochloric acid in the manner described in Example 22 gives a light yellow oil. Yields the product Cc1nc(-c2ccccc2Cl)n2c1c(C)nc1cc(OCc3cccc([N+](=O)[O-])c3)ccc12. RXN SMILES: [C:24](=[O:25])([O-:26])[O-:27].[CH3:30][N:31]([CH3:32])[CH:33]=[O:34].[Cl:1][c:2]1[c:3](-[c:8]2[n:9][c:10]([CH3:23])[c:11]3[n:12]2[c:13]2[cH:14][cH:15][c:16]([OH:22])[cH:17][c:18]2[n:19][c:20]3[CH3:21])[cH:4][cH:5][cH:6][cH:7]1.[Cs+:28].[Cs+:29].[N+:35](=[O:36])([O-:37])[c:38]1[cH:39][c:40]([CH2:41][Br:42])[cH:43][cH:44][cH:45]1.[OH2:46]>>[Cl:1][c:2]1[c:3](-[c:8]2[n:9][c:10]([CH3:23])[c:11]3[n:12]2[c:13]2[cH:14][cH:15][c:16]([O:22][CH2:41][c:40]4[cH:39][c:38]([N+:35](=[O:36])[O-:37])[cH:45][cH:44][cH:43]4)[cH:17][c:18]2[n:19][c:20]3[CH3:21])[cH:4][cH:5][cH:6][cH:7]1. The reactants are O=C([O-])[O-], CN(C)C=O, Cc1nc(-c2ccccc2Cl)n2c1c(C)nc1cc(O)ccc12, [Cs+], [Cs+], O=[N+]([O-])c1cccc(CBr)c1, O. As a reaction SMILES: Cl[C:2]1[C:7]([Cl:8])=[N:6][CH:5]=[CH:4][N:3]=1.[CH3:9][NH:10][CH2:11][CH2:12][O:13][C:14]1[CH:19]=[CH:18][CH:17]=[CH:16][CH:15]=1>CN(C=O)C>[Cl:8][C:7]1[C:2]([N:10]([CH3:9])[CH2:11][CH2:12][O:13][C:14]2[CH:19]=[CH:18][CH:17]=[CH:16][CH:15]=2)=[N:3][CH:4]=[CH:5][N:6]=1. Yields the product ClC=1C(=NC=CN1)N(CCOC1=CC=CC=C1)C (3-Chloro-N-methyl-N-(2-phenoxyethyl)-2-pyrazinamine). Run in CN(C)C=O (DMF). The yield is 71.0%. Reported procedure: A mixture of 2,3-dichloropyrazine (6.64 g, 44.6mmol) and N-methyl-N-(2-phenoxyethyl)amine* (4.5 g, 29.8 mmol) in DMF (5 mL) was placed in a sealed Pyrex tube and heated in a microwave oven (Labwell MW10) for 1×2 min followed by 2×1 min at 75W. The mixture was concentrated and the resulting oil was purified by column chromatography on silica using hexane/EtOAc (95.5 followed by 93:7) to give 5.56 g (71%) of the title product as a colorless oil. HRMS m/z calcd for C13H14ClN3O (M)+263.0825, found 2... Starting materials: ClC1=NC=CN=C1Cl (2,3-dichloropyrazine), CNCCOC1=CC=CC=C1 (N-methyl-N-(2-phenoxyethyl)amine), 75W. Starting materials: FC=1C=C(C=CC1OC1=C2C(=NC=C1)N(C=C2C)S(=O)(=O)C2=CC=C(C=C2)C)NC(C)=O (N-[3-fluoro-4-({3-methyl-1-[(4-methylphenyl)sulfonyl]-1H-pyrrolo[2,3-b]-pyridin-4-yl}oxy)phenyl]acetamide), [OH-].[Na+] (sodium hydroxide). Solvent: C(C)O (ethanol). Conditions: temperature 90 celsius. Product: FC=1C=C(N)C=CC1OC1=C2C(=NC=C1)NC=C2C (3-Fluoro-4-[(3-methyl-1H-pyrrolo[2,3-b]pyridin-4-yl)oxy]aniline). Reaction SMILES: [F:1][C:2]1[CH:3]=[C:4]([NH:29]C(=O)C)[CH:5]=[CH:6][C:7]=1[O:8][C:9]1[CH:14]=[CH:13][N:12]=[C:11]2[N:15](S(C3C=CC(C)=CC=3)(=O)=O)[CH:16]=[C:17]([CH3:18])[C:10]=12.[OH-].[Na+]>C(O)C>[F:1][C:2]1[CH:3]=[C:4]([CH:5]=[CH:6][C:7]=1[O:8][C:9]1[CH:14]=[CH:13][N:12]=[C:11]2[NH:15][CH:16]=[C:17]([CH3:18])[C:10]=12)[NH2:29] |f:1.2|. Procedure details: 267 mg (0.59 mmol) of N-[3-fluoro-4-({3-methyl-1-[(4-methylphenyl)sulfonyl]-1H-pyrrolo[2,3-b]-pyridin-4-yl}oxy)phenyl]acetamide are dissolved in 10 ml of ethanol. 5 ml of 20% strength aqueous sodium hydroxide solution are added, and the reaction mixture is heated at 90° C. overnight. Most of the solvent is removed under reduced pressure. The residue is taken up in ethyl acetate and shaken with sodium carbonate solution. The organic phase is washed with sodium chloride solution and dried over mag... The yield is 64.0%. The product is C(C(C)C)NC=1C(=NC=CC1)N1CCN(CC1)C(=O)C1=NC=C(C=C1)C(NCCCOC)=O (2-[1-[3-(isobutylamino)-2-pyridyl]piperazin-4-yl-carbonyl]- 5-[N-(3-methoxypropyl)carbamoyl]pyridine). RXN SMILES: CO[C:3](=[O:29])[C:4]1[CH:9]=[CH:8][C:7]([C:10]([N:12]2[CH2:17][CH2:16][N:15]([C:18]3[C:23]([NH:24][CH2:25][CH:26]([CH3:28])[CH3:27])=[CH:22][CH:21]=[CH:20][N:19]=3)[CH2:14][CH2:13]2)=[O:11])=[N:6][CH:5]=1.[CH3:30][O:31][CH2:32][CH2:33][CH2:34][NH2:35]>>[CH2:25]([NH:24][C:23]1[C:18]([N:15]2[CH2:16][CH2:17][N:12]([C:10]([C:7]3[CH:8]=[CH:9][C:4]([C:3](=[O:29])[NH:35][CH2:34][CH2:33][CH2:32][O:31][CH3:30])=[CH:5][N:6]=3)=[O:11])[CH2:13][CH2:14]2)=[N:19][CH:20]=[CH:21][CH:22]=1)[CH:26]([CH3:27])[CH3:28]. Procedure details: By the same procedure as described in the example 25, the synthesis was carried out starting with 6-[1-[3-(isobutylamino)-2-pyridyl]piperazin-4-yl-carbonyl]nicotinic acid methyl ester and using 3-methoxypropylamine. And then, the product was recrystallized with methanol and isopropyl ether to give a desired compound. Reactants: COC(C1=CN=C(C=C1)C(=O)N1CCN(CC1)C1=NC=CC=C1NCC(C)C)=O (6-[1-[3-(isobutylamino)-2-pyridyl]piperazin-4-yl-carbonyl]nicotinic acid methyl ester), COCCCN (3-methoxypropylamine). The reactants are αα-bis(chlorodifluoromethyl)2,3-dihydro-1H-indole-5-methanol, ClC(C(O)(C=1C=C2CCN(C2=CC1)C(CC(C)=O)=O)C(F)(F)Cl)(F)F (α,α-bis(chlorodifluoromethyl)-1-(1,3-dioxobutyl)-2,3-dihydro-1H-indole-5-methanol). Solvent: S(O)(O)(=O)=O (sulfuric acid). Yields the product ClC(C(C(F)(F)Cl)(O)C=1C=C2C(=CC(N3C2=C(C1)CC3)=O)C)(F)F (1,2-dihydro-8-[2-chloro-2,2-difluoro-1-hydroxy-1-(chlorodifluoromethyl)ethyl]-6-methyl-4H-pyrrolo[3,2,1-ij]quinolin-4-one). RXN SMILES: [Cl:1][C:2]([F:25])([F:24])[C:3]([C:20]([Cl:23])([F:22])[F:21])([C:5]1[CH:6]=[C:7]2[C:11](=[CH:12][CH:13]=1)[N:10]([C:14](=[O:19])[CH2:15][C:16](=O)[CH3:17])[CH2:9][CH2:8]2)[OH:4]>S(=O)(=O)(O)O>[Cl:23][C:20]([F:21])([F:22])[C:3]([C:5]1[CH:13]=[C:12]2[C:11]3=[C:7]([CH2:8][CH2:9][N:10]3[C:14](=[O:19])[CH:15]=[C:16]2[CH3:17])[CH:6]=1)([OH:4])[C:2]([Cl:1])([F:24])[F:25]. Reported procedure: By the method of Example 7, αα-bis(chlorodifluoromethyl)2,3-dihydro-1H-indole-5-methanol is converted to α,α-bis(chlorodifluoromethyl)-1-(1,3-dioxobutyl)-2,3-dihydro-1H-indole-5-methanol, which is cyclized by heating in sulfuric acid to give 1,2-dihydro-8-[2-chloro-2,2-difluoro-1-hydroxy-1-(chlorodifluoromethyl)ethyl]-6-methyl-4H-pyrrolo[3,2,1-ij]quinolin-4-one, m.p. 256°-257°.